Dataset: the Open Reaction Database (ORD), a public repository of structured organic reaction records. Task: describe an organic reaction: reactants, conditions, products, and yield The reactants are [OH-].[Na+] (sodium hydroxide), OC1=CC(=NC2=CC=C3C(=C12)NN=C3)C (9-hydroxy-7-methyl-1H-pyrazolo[3,4-f]quinoline), P(=O)(Cl)(Cl)Cl (phosphorus oxychloride), CN(C=O)C (N,N-dimethylformamide). Run in O (water). Reaction conditions: temperature 80 celsius. Product: ClC1=CC(=NC2=CC=C3C(=C12)NN=C3)C (9-chloro-7-methyl-1H-pyrazolo[3,4-f]quinoline). Yield: 92692.9%. Reaction SMILES: O[C:2]1[C:11]2[C:6](=[CH:7][CH:8]=[C:9]3[CH:14]=[N:13][NH:12][C:10]3=2)[N:5]=[C:4]([CH3:15])[CH:3]=1.P(Cl)(Cl)([Cl:18])=O.CN(C)C=O.[OH-].[Na+]>O>[Cl:18][C:2]1[C:11]2[C:6](=[CH:7][CH:8]=[C:9]3[CH:14]=[N:13][NH:12][C:10]3=2)[N:5]=[C:4]([CH3:15])[CH:3]=1 |f:3.4|. Procedure: To a suspension of 9-hydroxy-7-methyl-1H-pyrazolo[3,4-f]quinoline (8.00 g, 0.04 mmol) in phosphorus oxychloride (61.6 g, 0.40 mol) was added slowly N,N-dimethylformamide (40 ml). After the addition was complete, the reaction mixture was warmed to 80° C. for 1 hour and then allowed to cool to room temperature. The reaction was poured onto ice and dissolved in water (2 L total volume) and neutralized to pH 7 with 20% sodium hydroxide (NaOH). The precipitate which formed upon neutralization was col...